This data is from the Open Reaction Database (ORD), a public repository of structured organic reaction records. The task is: describe an organic reaction: reactants, conditions, products, and yield Reactants: [BH4-], CCO, COC(=O)c1cccc(C(C)=O)c1, [Na+]. Product: COC(=O)c1cccc(C(C)O)c1. RXN SMILES: [BH4-:14].[CH3:16][CH2:17][OH:18].[CH3:1][O:2][C:3]([c:4]1[cH:5][c:6]([C:10]([CH3:11])=[O:12])[cH:7][cH:8][cH:9]1)=[O:13].[Na+:15]>>[CH3:1][O:2][C:3]([c:4]1[cH:5][c:6]([CH:10]([CH3:11])[OH:12])[cH:7][cH:8][cH:9]1)=[O:13]. Starting materials: CC1(CCC2=CC=C(C=C12)C(C)(C)C)C (1,1-dimethyl-6-t-butylindane), ice water, CC1(CCC2=CC=C(C=C12)C(C)(C)C)C (1,1-dimethyl-6-t-butylindane), C(C)(=O)Cl (acetyl chloride), [Cl-].[Al+3].[Cl-].[Cl-] (aluminum chloride), CC1(CCC2=CC=C(C=C12)C(C)(C)C)C (1,1-dimethyl-6-t-butylindane). The solvent is CCCCCC (n-hexane). The product is C(C)(=O)C1=C2CCC(C2=CC(=C1)C(C)(C)C)(C)C (4-acetyl-6-t-butyl-1,1-dimethylindane). Isolated yield 121.2%. As a reaction SMILES: [CH3:1][C:2]1([CH3:15])[C:10]2[C:5](=[CH:6][CH:7]=[C:8]([C:11]([CH3:14])([CH3:13])[CH3:12])[CH:9]=2)[CH2:4][CH2:3]1.[C:16](Cl)(=[O:18])[CH3:17].[Cl-].[Al+3].[Cl-].[Cl-]>CCCCCC>[C:16]([C:6]1[CH:7]=[C:8]([C:11]([CH3:14])([CH3:13])[CH3:12])[CH:9]=[C:10]2[C:5]=1[CH2:4][CH2:3][C:2]2([CH3:15])[CH3:1])(=[O:18])[CH3:17] |f:2.3.4.5|. Procedure details: A solution of 1,1-dimethyl-6-t-butylindane (600 grams) and acetyl chloride (314 grams) is added over a 4 hour period at -10° C. to a slurry of aluminum chloride (534 grams), 1,1-dimethyl-6-t-butylindane (1420 grams) and n-hexane (400 grams). The resulting reaction mass is poured into 5 liters of ice water with vigorous stirring thereby forming 2 liquid layers. The bottom (aqueous) layer is discarded and the organic layer is washed twice with 2 liters of water. Distillation affords recovered 1,1-... Starting materials: FC1=C(CSC2=NC(=CC(=N2)NS(=O)(=O)N2CCN(CC2)C(=O)OC(C)(C)C)OCCCO)C=CC=C1F (tert-butyl 4-({[2-[(2,3-difluorobenzyl)thio]-6-(3-hydroxypropoxy)pyrimidin-4-yl]amino}sulfonyl)piperazine-1-carboxylate), product, C(=O)(C(F)(F)F)O (TFA). Run in C(Cl)Cl (DCM). Conditions: time 18 hour. Yields the product FC1=C(CSC2=NC(=CC(=N2)NS(=O)(=O)N2CCNCC2)OCCCO)C=CC=C1F (N-[2-[(2,3-Difluorobenzyl)thio]-6-(3-hydroxypropoxy)pyrimidin-4-yl]piperazine-1-sulfonamide). RXN SMILES: [F:1][C:2]1[C:37]([F:38])=[CH:36][CH:35]=[CH:34][C:3]=1[CH2:4][S:5][C:6]1[N:11]=[C:10]([NH:12][S:13]([N:16]2[CH2:21][CH2:20][N:19](C(OC(C)(C)C)=O)[CH2:18][CH2:17]2)(=[O:15])=[O:14])[CH:9]=[C:8]([O:29][CH2:30][CH2:31][CH2:32][OH:33])[N:7]=1.C(O)(C(F)(F)F)=O>C(Cl)Cl>[F:1][C:2]1[C:37]([F:38])=[CH:36][CH:35]=[CH:34][C:3]=1[CH2:4][S:5][C:6]1[N:11]=[C:10]([NH:12][S:13]([N:16]2[CH2:21][CH2:20][NH:19][CH2:18][CH2:17]2)(=[O:15])=[O:14])[CH:9]=[C:8]([O:29][CH2:30][CH2:31][CH2:32][OH:33])[N:7]=1. Reported procedure: To a solution of tert-butyl 4-({[2-[(2,3-difluorobenzyl)thio]-6-(3-hydroxypropoxy)pyrimidin-4-yl]amino}sulfonyl)piperazine-1-carboxylate (the product from step ii), 0.83 g) in DCM (5 ml) was added TFA (5 ml) slowly. The reaction was then stirred at room temperature for 18 h. The reaction was reduced in vacuo and the residue purified by prep HPLC to give the title compound as a white solid. Yield 160 mg The reactants are Cl, O=[N+]([O-])c1ccc(F)cc1F, [H-], [Na+], CN(C)C=O, NS(=O)(=O)c1ccccc1. As a reaction SMILES: [ClH:24].[F:13][c:14]1[c:15]([N+:21](=[O:22])[O-:23])[cH:16][cH:17][c:18]([F:20])[cH:19]1.[H-:12].[Na+:11].[O:25]=[CH:26][N:27]([CH3:28])[CH3:29].[c:1]1([S:7](=[O:8])(=[O:9])[NH2:10])[cH:2][cH:3][cH:4][cH:5][cH:6]1>>[c:1]1([S:7](=[O:8])(=[O:9])[NH:10][c:14]2[c:15]([N+:21](=[O:22])[O-:23])[cH:16][cH:17][c:18]([F:20])[cH:19]2)[cH:2][cH:3][cH:4][cH:5][cH:6]1. The product is O=[N+]([O-])c1ccc(F)cc1NS(=O)(=O)c1ccccc1. Starting materials: CC(C)(C)c1csc(COc2cccc(C(=O)Nc3cc(CCCS(=O)(=O)c4ccc(Cl)cc4)ccc3OCCN3C(=O)c4ccccc4C3=O)c2)n1, CCO, CCOCC, NN, C1CCOC1, O. Yields the product CC(C)(C)c1csc(COc2cccc(C(=O)Nc3cc(CCCS(=O)(=O)c4ccc(Cl)cc4)ccc3OCCN)c2)n1. RXN SMILES: [C:4]([CH3:5])([CH3:6])([CH3:7])[c:8]1[n:9][c:10]([CH2:13][O:14][c:15]2[cH:16][c:17]([C:18](=[O:19])[NH:20][c:21]3[c:22]([O:23][CH2:24][CH2:25][N:26]4[C:27](=[O:28])[c:29]5[cH:30][cH:31][cH:32][cH:33][c:34]5[C:35]4=[O:36])[cH:37][cH:38][c:39]([CH2:41][CH2:42][CH2:43][S:44](=[O:45])(=[O:46])[c:47]4[cH:48][cH:49][c:50]([Cl:53])[cH:51][cH:52]4)[cH:40]3)[cH:54][cH:55][cH:56]2)[s:11][cH:12]1.[CH3:57][CH2:58][OH:59].[CH3:65][CH2:66][O:67][CH2:68][CH3:69].[NH2:2][NH2:3].[O:60]1[CH2:61][CH2:62][CH2:63][CH2:64]1.[OH2:1]>>[C:4]([CH3:5])([CH3:6])([CH3:7])[c:8]1[n:9][c:10]([CH2:13][O:14][c:15]2[cH:16][c:17]([C:18](=[O:19])[NH:20][c:21]3[c:22]([O:23][CH2:24][CH2:25][NH2:26])[cH:37][cH:38][c:39]([CH2:41][CH2:42][CH2:43][S:44](=[O:45])(=[O:46])[c:47]4[cH:48][cH:49][c:50]([Cl:53])[cH:51][cH:52]4)[cH:40]3)[cH:54][cH:55][cH:56]2)[s:11][cH:12]1.